Dataset: the Open Reaction Database (ORD), a public repository of structured organic reaction records. Task: describe an organic reaction: reactants, conditions, products, and yield The reactants are CCCCN(CCCC)CCCC, ClCCl. Yields the product CCCC[NH+](CCCC)CCCC, [Cl-]. As a reaction SMILES: [CH2:1]([CH2:2][CH2:3][CH3:4])[N:5]([CH2:6][CH2:7][CH2:8][CH3:9])[CH2:10][CH2:11][CH2:12][CH3:13].[Cl:14][CH2:15][Cl:16]>>[CH2:1]([CH2:2][CH2:3][CH3:4])[NH+:5]([CH2:6][CH2:7][CH2:8][CH3:9])[CH2:10][CH2:11][CH2:12][CH3:13].[Cl-:14]. Starting materials: C(=O)[O-].[Na+] (sodium formate), [OH-].[Na+] (sodium hydroxide), FC(C1=CC=C(C=C1)SCCC=O)(F)F (3-(4-trifluoromethylphenylthio)propanal), C(CC(=O)C)(=O)OC (methyl acetoacetate), Cl (hydrochloric acid), Cl (hydrochloric acid). Reagents/catalysts: [Br-].C(CCC)[N+](CCCC)(CCCC)CCCC (tetrabutylammonium bromide). Run in C1(=CC=CC=C1)C (toluene), O (water). Conditions: time 3 hour. The product is OC(CC(C)=O)CCSC1=CC=C(C=C1)C(F)(F)F (4-hydroxy-6-(4-trifluoromethylphenylthio)2-hexanone). The yield is 75.9%. Reaction SMILES: C(OC)(=O)[CH2:2][C:3]([CH3:5])=[O:4].[OH-].[Na+].Cl.C([O-])=O.[Na+].[F:16][C:17]([F:30])([F:29])[C:18]1[CH:23]=[CH:22][C:21]([S:24][CH2:25][CH2:26][CH:27]=[O:28])=[CH:20][CH:19]=1>O.[Br-].C([N+](CCCC)(CCCC)CCCC)CCC.C1(C)C=CC=CC=1>[OH:28][CH:27]([CH2:26][CH2:25][S:24][C:21]1[CH:22]=[CH:23][C:18]([C:17]([F:29])([F:16])[F:30])=[CH:19][CH:20]=1)[CH2:2][C:3](=[O:4])[CH3:5] |f:1.2,4.5,8.9|. Procedure details: 7.55 Grams of methyl acetoacetate were dissolved in 10 ml of water, and 9.1 g of a 30% aqueous sodium hydroxide solution were added thereto by drops while cooling the mixture to 35° C. or less. After having been stirred at 30°-35° C. for 3 hours, the mixture was adjusted to pH 7.5 with a concentrated aqueous hydrochloric acid solution. Thereafter, 0.35 g of sodium formate and 1.61 g of tetrabutylammonium bromide were added thereto and then 54.0 g of a toluene solution containing 17.4% of 3-(4-tr... The reactants are C1=C2C3C(NC2=CC=C1)CC1=CC=CC=C13 (5,5a, 6,10b-tetrahydroindeno[2,1-b]indole), C(=O)([O-])[O-].[K+].[K+] (K2CO3), CI (methyl iodide). Run in C(C)#N (acetonitrile). The product is CC1=C2[C@@H]3[C@H](NC2=CC=C1)CC1=CC=CC=C13 (cis-5,5a,6,10b-Tetrahydro-methylindeno[2.1-b]indole). The yield is 39.1%. As a reaction SMILES: [CH:1]1[CH:9]=[CH:8][CH:7]=[C:6]2[C:2]=1[CH:3]1[C:16]3[C:11](=[CH:12][CH:13]=[CH:14][CH:15]=3)[CH2:10][CH:4]1[NH:5]2.[C:17]([O-])([O-])=O.[K+].[K+].CI>C(#N)C>[CH3:17][C:1]1[CH:9]=[CH:8][CH:7]=[C:6]2[C:2]=1[C@H:3]1[C:16]3[C:11](=[CH:12][CH:13]=[CH:14][CH:15]=3)[CH2:10][C@H:4]1[NH:5]2 |f:1.2.3|. Procedure: A mixture of 0.6 g (0.00289 mol) of 5,5a, 6,10b-tetrahydroindeno[2,1-b]indole, 0.9 g (0.00723 mol) of K2CO3 and 1.03 g (0.00723 mol) of methyl iodide in 10 ml of acetonitrile was stirred for over the night at room temperature. The resulting mixture was filtered and evaporated. The resulting residue was dissolved in ether and then washed twice with water. Drying (Na2SO4) and evaporation gave 0.25 g (39%) of the title compound. 1H NMR (CDCl3) δ, 2.78 (3H, s), 3.2 (2H, d), 4.3 (1H, m) 4.66 (1H, d),...